This data is from the Open Reaction Database (ORD), a public repository of structured organic reaction records. The task is: describe an organic reaction: reactants, conditions, products, and yield Starting materials: COC1=C(CN2CC=3N=C(N=C(C3C2=O)NC=2C=C(C=CC2)C)NCCNC(OC(C)(C)C)=O)C=CC(=C1)OC (tert-butyl 2-(6-(2,4-dimethoxybenzyl)-5-oxo-4-(m-tolylamino)-6,7-dihydro-5H-pyrrolo[3,4-d]pyrimidin-2-ylamino)ethylcarbamate), C(=O)(C(F)(F)F)O (TFA). Run at temperature 70 celsius, time 1.5 hour. Product: C(=O)(C(F)(F)F)O (TFA), NCCNC=1N=C(C2=C(N1)CNC2=O)NC=2C=C(C=CC2)C (2-(2-Aminoethylamino)-4-(m-tolylamino)-6,7-dihydro-5H-pyrrolo[3,4-d]pyrimidin-5-one). Isolated yield 93.0%. Reaction SMILES: COC1C=C(OC)C=CC=1C[N:6]1[C:14](=[O:15])[C:13]2[C:12]([NH:16][C:17]3[CH:18]=[C:19]([CH3:23])[CH:20]=[CH:21][CH:22]=3)=[N:11][C:10]([NH:24][CH2:25][CH2:26][NH:27]C(=O)OC(C)(C)C)=[N:9][C:8]=2[CH2:7]1.[C:41]([OH:47])([C:43]([F:46])([F:45])[F:44])=[O:42]>>[C:41]([OH:47])([C:43]([F:46])([F:45])[F:44])=[O:42].[NH2:27][CH2:26][CH2:25][NH:24][C:10]1[N:11]=[C:12]([NH:16][C:17]2[CH:18]=[C:19]([CH3:23])[CH:20]=[CH:21][CH:22]=2)[C:13]2[C:14](=[O:15])[NH:6][CH2:7][C:8]=2[N:9]=1. Procedure details: A mixture of tert-butyl 2-(6-(2,4-dimethoxybenzyl)-5-oxo-4-(m-tolylamino)-6,7-dihydro-5H-pyrrolo[3,4-d]pyrimidin-2-ylamino)ethylcarbamate (0.055 g, 0.100 mmol) in TFA (2 mL) was stirred at 70° C. for 1.5 h. Following reaction, the solvent was removed and the resulting residue was dispersed into a solution of DMSO and MeOH (1/1). The mixture was filtered and the filtrate was purified by preparative HPLC. The fractions were collected and dried in vacuo to give a TFA salt of the title compound as a... Reactants: C(C=C)C(C(=O)OC)(CC=C)C1=CC=C(C=C1)F (Methyl 2-allyl-2-(4-fluorophenyl)pent-4-enoate), C(C=C)C(C(=O)OC)(CC=C)C1=CC=CC=C1 (Methyl 2-allyl-2-phenyl-4-pentenoate). The product is FC1=CC=C(C=C1)C(C(=O)OC)(CCC)CCC (Methyl 2-(4-fluorophenyl)-2-propylpentanoate). As a reaction SMILES: [CH2:1]([C:4]([C:12]1[CH:17]=[CH:16][C:15]([F:18])=[CH:14][CH:13]=1)([CH2:9][CH:10]=[CH2:11])[C:5]([O:7][CH3:8])=[O:6])[CH:2]=[CH2:3].C(C(C1C=CC=CC=1)(CC=C)C(OC)=O)C=C>>[F:18][C:15]1[CH:14]=[CH:13][C:12]([C:4]([CH2:9][CH2:10][CH3:11])([CH2:1][CH2:2][CH3:3])[C:5]([O:7][CH3:8])=[O:6])=[CH:17][CH:16]=1. Reported procedure: The title compound was prepared according to the procedure of Example 1B, substituting the compound of Example 14B for the compound of Example 1A. 1H NMR (300 MHz, CDCl3): δ 0.89 (t, J=6.99 Hz, 6 H) 1.07 (m, 4 H) 1.95 (m, 4 H) 3.63 (s, 3 H) 6.99 (t, J=8.64 Hz, 2 H) 7.22 (m, 2 H). The reactants are CC(=O)[O-], CC(=O)[O-], COC(=O)c1ccccc1C(=O)NC(C)(C)CS(C)=O, CN1CCCC1=O, CC1(C)C(=O)N(I)C(=O)N1I, O, [Pd+2]. The product is COC(=O)c1cccc(I)c1C(=O)NC(C)(C)CS(C)=O. Reaction SMILES: [C:39]([O-:40])(=[O:41])[CH3:42].[C:44]([O-:45])(=[O:46])[CH3:47].[CH3:12][C:13]([CH2:14][S:15](=[O:16])[CH3:17])([CH3:18])[NH:19][C:20](=[O:21])[c:22]1[c:23]([C:24](=[O:25])[O:26][CH3:27])[cH:28][cH:29][cH:30][cH:31]1.[CH3:32][N:33]1[CH2:34][CH2:35][CH2:36][C:37]1=[O:38].[I:1][N:2]1[C:3]([CH3:4])([CH3:5])[C:6](=[O:7])[N:8]([I:9])[C:10]1=[O:11].[OH2:48].[Pd+2:43]>>[I:1][c:31]1[c:22]([C:20]([NH:19][C:13]([CH3:12])([CH2:14][S:15](=[O:16])[CH3:17])[CH3:18])=[O:21])[c:23]([C:24](=[O:25])[O:26][CH3:27])[cH:28][cH:29][cH:30]1. The reactants are ClCC=O (chloroacetaldehyde), NC1=NC=C(C=C1Br)C (2-amino-3-bromo-5-methylpyridine). The solvent is C(C)#N (acetonitrile). The product is CC=1C=C(C=2N(C1)C=CN2)Br (6-methyl-8-bromoimidazo[1,2-a]pyridine). As a reaction SMILES: Cl[CH2:2][CH:3]=O.[NH2:5][C:6]1[C:11]([Br:12])=[CH:10][C:9]([CH3:13])=[CH:8][N:7]=1>C(#N)C>[CH3:13][C:9]1[CH:10]=[C:11]([Br:12])[C:6]2[N:7]([CH:2]=[CH:3][N:5]=2)[CH:8]=1. Reported procedure: Add chloroacetaldehyde (2.51 g, 32.08 mmol) to a solution of 2-amino-3-bromo-5-methylpyridine (2.0 g, 10.69 mmol) in acetonitrile (200 ml). Reflux the reaction for 4 hours and then cool. Filter the reaction mixture and partition the white solid between saturated aqueous sodium bicarbonate (300 ml) and ethyl acetate. Separate the organic layer, wash with saturated aqueous sodium bicarbonate, dry over magnesium sulfate, and concentrated under reduced pressure to give the title compound as a tan so... The reactants are COCCBr (2-bromoethyl methyl ether), C([O-])([O-])=O.[Cs+].[Cs+] (Cesium carbonate), BrC=1C=C(C(=NC1)O)[N+](=O)[O-] (5-bromo-3-nitropyridin-2-ol), COCCBr (2-bromoethyl methyl ether), O (water). The solvent is CN(C=O)C (N,N-dimethylformamide). Run at temperature 60 celsius, time 3 hour. Yields the product BrC=1C=C(C(N(C1)CCOC)=O)[N+](=O)[O-] (5-Bromo-1-(2-methoxyethyl)-3-nitropyridin-2(1H)-one). Yield: 58.4%. Reaction SMILES: C(=O)([O-])[O-].[Cs+].[Cs+].[Br:7][C:8]1[CH:9]=[C:10]([N+:15]([O-:17])=[O:16])[C:11]([OH:14])=[N:12][CH:13]=1.[CH3:18][O:19][CH2:20][CH2:21]Br.O>CN(C)C=O>[Br:7][C:8]1[CH:9]=[C:10]([N+:15]([O-:17])=[O:16])[C:11](=[O:14])[N:12]([CH2:21][CH2:20][O:19][CH3:18])[CH:13]=1 |f:0.1.2|. Procedure: Cesium carbonate (14.88 g, 45.66 mmol) was added to a solution of 5-bromo-3-nitropyridin-2-ol (10.0 g, 45.7 mmol) and 2-bromoethyl methyl ether (4.29 mL, 45.66 mmol) in N,N-dimethylformamide (400 mL). After 3 h, additional 2-bromoethyl methyl ether (4.29 mL, 45.7 mmol) was added, and the reaction was heated to 60° C. After 4 h, water was added. The mixture was extracted with ethyl acetate (3×), and the combined organic extracts were washed with saturated brine, dried over sodium sulfate, filtere...